From a dataset of the Open Reaction Database (ORD), a public repository of structured organic reaction records. describe an organic reaction: reactants, conditions, products, and yield RXN SMILES: [CH2:1]([c:2]1[cH:3][cH:4][cH:5][cH:6][cH:7]1)[S:8][CH2:9][CH:10]([NH:11][C:12]([C:13]([CH2:14][S:15][CH2:16][c:17]1[cH:18][cH:19][cH:20][cH:21][cH:22]1)([CH3:23])[CH3:24])=[O:25])[C:26](=[O:27])[OH:28].[CH3:29][O:30][C:31]([CH:32]([NH2:33])[CH2:34][CH2:35][CH2:36][CH2:37][NH:38][C:39](=[O:40])[O:41][C:42]([CH3:43])([CH3:44])[CH3:45])=[O:46].[CH3:47][N:48]1[CH2:49][CH2:50][O:51][CH2:52][CH2:53]1.[CH3:90][CH2:91][O:92][C:93](=[O:94])[CH3:95].[CH:64]1([N:65]=[C:66]=[N:67][CH:68]2[CH2:69][CH2:70][CH2:71][CH2:72][CH2:73]2)[CH2:74][CH2:75][CH2:76][CH2:77][CH2:78]1.[O:79]=[CH:80][N:81]([CH3:82])[CH3:83].[OH:54][n:55]1[c:56]2[c:57]([cH:58][cH:59][cH:60][cH:61]2)[n:62][n:63]1.[cH:84]1[cH:85][cH:86][cH:87][cH:88][cH:89]1>>[CH2:1]([c:2]1[cH:3][cH:4][cH:5][cH:6][cH:7]1)[S:8][CH2:9][CH:10]([NH:11][C:12]([C:13]([CH2:14][S:15][CH2:16][c:17]1[cH:18][cH:19][cH:20][cH:21][cH:22]1)([CH3:23])[CH3:24])=[O:25])[C:26](=[O:27])[NH:33][CH:32]([C:31]([O:30][CH3:29])=[O:46])[CH2:34][CH2:35][CH2:36][CH2:37][NH:38][C:39](=[O:40])[O:41][C:42]([CH3:43])([CH3:44])[CH3:45]. The product is COC(=O)C(CCCCNC(=O)OC(C)(C)C)NC(=O)C(CSCc1ccccc1)NC(=O)C(C)(C)CSCc1ccccc1. The reactants are CC(C)(CSCc1ccccc1)C(=O)NC(CSCc1ccccc1)C(=O)O, COC(=O)C(N)CCCCNC(=O)OC(C)(C)C, CN1CCOCC1, CCOC(C)=O, C(=NC1CCCCC1)=NC1CCCCC1, CN(C)C=O, On1nnc2ccccc21, c1ccccc1.